From a dataset of the Open Reaction Database (ORD), a public repository of structured organic reaction records. describe an organic reaction: reactants, conditions, products, and yield The reactants are FC=1C=C(C=O)C=C(C1O)F (3,5-difluoro-4-hydroxy-benzaldehyde), ClC1=NC=C(C#N)C=C1 (6-chloronicotinonitrile), C(=O)([O-])[O-].[K+].[K+] (K2CO3). The product is C(=O)C1=CC(=C(OC2=NC=C(C#N)C=C2)C(=C1)F)F (6-(4-formyl-2,6-difluoro-phenoxy)-nicotinonitrile). The yield is 69.1%. As a reaction SMILES: [F:1][C:2]1[CH:3]=[C:4]([CH:7]=[C:8]([F:11])[C:9]=1[OH:10])[CH:5]=[O:6].Cl[C:13]1[CH:20]=[CH:19][C:16]([C:17]#[N:18])=[CH:15][N:14]=1.C([O-])([O-])=O.[K+].[K+]>>[CH:5]([C:4]1[CH:3]=[C:2]([F:1])[C:9]([O:10][C:13]2[CH:20]=[CH:19][C:16]([C:17]#[N:18])=[CH:15][N:14]=2)=[C:8]([F:11])[CH:7]=1)=[O:6] |f:2.3.4|. Reported procedure: Using a method similar to Example 710, Step 2, using 3,5-difluoro-4-hydroxy-benzaldehyde (Journal of Medicinal Chemistry (1989), 32(2), 450-5.) (2.50 g, 15.8 mmol), 6-chloronicotinonitrile (2.19 g, 15.8 mmol) and K2CO3 (3.27 g, 23.7 mmol) gives 6-(4-formyl-2,6-difluoro-phenoxy)-nicotinonitrile (2.84 g) as a white solid. 1H NMR (CDCl3): 9.95 (s, 1H), 8.39 (s, 1H), 8.02 (d, 1H), 7.58 (d, 2H), 7.25 (d, 1H). Reactants: CN(C)Cc1nc(C=O)cs1, [Cl-], [Cl-], Cc1nc2ccc(F)cc2c(=O)n1-c1ccccc1F, [Na+], [Na+], O=C([O-])[O-], O, [Zn+2]. Product: CN(C)Cc1nc(C=Cc2nc3ccc(F)cc3c(=O)n2-c2ccccc2F)cs1. As a reaction SMILES: [CH3:21][N:22]([CH3:23])[CH2:24][c:25]1[s:26][cH:27][c:28]([CH:30]=[O:31])[n:29]1.[Cl-:39].[Cl-:41].[F:1][c:2]1[cH:3][c:4]2[c:5](=[O:20])[n:6](-[c:13]3[c:14]([F:19])[cH:15][cH:16][cH:17][cH:18]3)[c:7]([CH3:12])[n:8][c:9]2[cH:10][cH:11]1.[Na+:32].[Na+:33].[O-:34][C:35](=[O:36])[O-:37].[OH2:38].[Zn+2:40]>>[F:1][c:2]1[cH:3][c:4]2[c:5](=[O:20])[n:6](-[c:13]3[c:14]([F:19])[cH:15][cH:16][cH:17][cH:18]3)[c:7]([CH:12]=[CH:30][c:28]3[cH:27][s:26][c:25]([CH2:24][N:22]([CH3:21])[CH3:23])[n:29]3)[n:8][c:9]2[cH:10][cH:11]1. The reactants are S1C(=NC=C1)SC=1C=C(C(=O)OC)C=CC1 (methyl 3-(1,3-thiazol-2-ylsulfanyl)benzoate), ClC1=CC(=CC=C1)C(=O)OO (m-chloroperbenzoic acid), C(C)(=O)OCC (ethyl acetate), S(=O)(O)[O-].[Na+] (sodium hydrogen sulfite). Reaction conditions: time 8 hour. Yields the product S1C(=NC=C1)S(=O)(=O)C=1C=C(C(=O)OC)C=CC1 (methyl 3-(1,3-thiazol-2-ylsulfonyl)benzoate). RXN SMILES: [S:1]1[CH:5]=[CH:4][N:3]=[C:2]1SC1C=C(C=CC=1)C(OC)=O.Cl[C:18]1[CH:23]=[CH:22][CH:21]=[C:20]([C:24]([O:26]O)=[O:25])[CH:19]=1.[S:28]([O-:31])(O)=[O:29].[Na+].[C:33](OCC)(=O)C>>[S:1]1[CH:5]=[CH:4][N:3]=[C:2]1[S:28]([C:18]1[CH:19]=[C:20]([CH:21]=[CH:22][CH:23]=1)[C:24]([O:26][CH3:33])=[O:25])(=[O:31])=[O:29] |f:2.3|. Procedure details: To a solution of methyl 3-(1,3-thiazol-2-ylsulfanyl)benzoate (76 mg) in ethyl acetate (1.5 mL) was added m-chloroperbenzoic acid (225 mg), and the mixture was stirred overnight at room temperature. The reaction mixture was poured into saturated aqueous sodium hydrogen sulfite solution, and the mixture was extracted with ethyl acetate. The extract was washed successively with saturated aqueous sodium carbonate solution and saturated brine, and dried over anhydrous magnesium sulfate, and the solve... The reactants are BrC=1C=C2C(=NNC2=CC1Cl)C(=O)O (5-bromo-6-chloro-1H-indazole-3-carboxylic acid), COC1=CC=C(C=C1)B(O)O (4-methoxyphenyl boronic acid), C([O-])([O-])=O.[K+].[K+] (potassium carbonate). The reagents and catalysts are C1=CC=C(C=C1)P([C-]2C=CC=C2)C3=CC=CC=C3.C1=CC=C(C=C1)P([C-]2C=CC=C2)C3=CC=CC=C3.Cl[Pd]Cl.[Fe+2] ([1,1′-bis(diphenylphosphino)ferrocene]dichloropalladium(II)). Run in CCO (EtOH), C1(=CC=CC=C1)C (toluene). Conditions: temperature 130 celsius, time 10 minute. Product: ClC1=C(C=C2C(=NNC2=C1)C(=O)O)C1=CC=C(C=C1)OC (6-Chloro-5-(4-methoxyphenyl)-1H-indazole-3-carboxylic acid). Isolated yield 12.7%. As a reaction SMILES: Br[C:2]1[CH:3]=[C:4]2[C:8](=[CH:9][C:10]=1[Cl:11])[NH:7][N:6]=[C:5]2[C:12]([OH:14])=[O:13].[CH3:15][O:16][C:17]1[CH:22]=[CH:21][C:20](B(O)O)=[CH:19][CH:18]=1.C(=O)([O-])[O-].[K+].[K+]>CCO.C1(C)C=CC=CC=1.C1C=CC(P(C2C=CC=CC=2)[C-]2C=CC=C2)=CC=1.C1C=CC(P(C2C=CC=CC=2)[C-]2C=CC=C2)=CC=1.Cl[Pd]Cl.[Fe+2]>[Cl:11][C:10]1[CH:9]=[C:8]2[C:4]([C:5]([C:12]([OH:14])=[O:13])=[N:6][NH:7]2)=[CH:3][C:2]=1[C:20]1[CH:21]=[CH:22][C:17]([O:16][CH3:15])=[CH:18][CH:19]=1 |f:2.3.4,7.8.9.10|. Procedure: To a solution of 5-bromo-6-chloro-1H-indazole-3-carboxylic acid (2.0 g, 7.3 mmol), 4-methoxyphenyl boronic acid (1.13 g, 7.40 mmol) in EtOH (50 mL) and toluene (50 mL) was added 2N aqueous potassium carbonate solution (21.8 mL, 43.6 mmol). The reaction mixture was degassed with N2 for 5 minutes, treated with [1,1′-bis(diphenylphosphino)ferrocene]dichloropalladium(II) (296 mg, 0.36 mmol) and degassed with N2 for an additional 5 minutes. The reaction mixture was sealed in a pressure tube and heate... The reactants are C1(CCCCC1)CN1C(=NC2=C1C=C(C(=C2)F)F)C=2C(=NC=CC2)OCC2=CC=C(C=C2)OC (1-cyclohexylmethyl-5,6-difluoro-2-[2-(4-methoxy-benzyloxy)-pyridin-3-yl]-1H-benzoimidazole), B(Br)(Br)Br (boron tri bromide). The yield is 39.0%. Yields the product C1(CCCCC1)CN1C(=NC2=C1C=C(C(=C2)F)F)C=2C(=NC=CC2)O (3-(1-Cyclohexylmethyl-5,6-difluoro-1H-benzoimidazol-2-yl)-pyridin-2-ol). Reaction conditions: time 16 hour. Procedure: To a stirred solution of 1-cyclohexylmethyl-5,6-difluoro-2-[2-(4-methoxy-benzyloxy)-pyridin-3-yl]-1H-benzoimidazole (2.32 g, 5 mmol) in dichloromethane (40 ml) was added boron tri bromide (1M solution in dichloromethane; 21 ml, 21 mmol) at 25° C., and the resulting mixture was allowed to stir for 16 h at the same temperature. The reaction mixture was then quenched with saturated aqueous solution of sodium bi carbonate solution, further diluted with dichloromethane (30 ml). Organic layer was wash... As a reaction SMILES: [CH:1]1([CH2:7][N:8]2[C:12]3[CH:13]=[C:14]([F:18])[C:15]([F:17])=[CH:16][C:11]=3[N:10]=[C:9]2[C:19]2[C:20]([O:25]CC3C=CC(OC)=CC=3)=[N:21][CH:22]=[CH:23][CH:24]=2)[CH2:6][CH2:5][CH2:4][CH2:3][CH2:2]1.B(Br)(Br)Br>ClCCl>[CH:1]1([CH2:7][N:8]2[C:12]3[CH:13]=[C:14]([F:18])[C:15]([F:17])=[CH:16][C:11]=3[N:10]=[C:9]2[C:19]2[C:20]([OH:25])=[N:21][CH:22]=[CH:23][CH:24]=2)[CH2:2][CH2:3][CH2:4][CH2:5][CH2:6]1. The solvent is ClCCl (dichloromethane).